Dataset: the Open Reaction Database (ORD), a public repository of structured organic reaction records. Task: describe an organic reaction: reactants, conditions, products, and yield Reactants: O (Water), N1=CC(=CC2=CC=CC=C12)N(C(=O)OCC(Cl)(Cl)Cl)C(=O)OCC(Cl)(Cl)Cl (bis(2,2,2-trichloroethyl) quinolin-3-ylimidodicarbonate), C1(=CC=CC=C1)C1=NSC(=N1)N1CCNCC1 (1-(3-phenyl-1,2,4-thiadiazol-5-yl)piperazine), C(C)(C)N(CC)C(C)C (diisopropylethylamine). Solvent: CS(=O)C (dimethyl sulfoxide). Conditions: temperature 80 celsius, time 1 hour. The product is C1(=CC=CC=C1)C1=NSC(=N1)N1CCN(CC1)C(=O)NC=1C=NC2=CC=CC=C2C1 (4-(3-Phenyl-1,2,4-thiadiazol-5-yl)-N-quinolin-3-ylpiperazine-1-carboxamide). As a reaction SMILES: [N:1]1[C:10]2[C:5](=[CH:6][CH:7]=[CH:8][CH:9]=2)[CH:4]=[C:3]([N:11]([C:20]([O:22]CC(Cl)(Cl)Cl)=O)C(OCC(Cl)(Cl)Cl)=O)[CH:2]=1.[C:28]1([C:34]2[N:38]=[C:37]([N:39]3[CH2:44][CH2:43][NH:42][CH2:41][CH2:40]3)[S:36][N:35]=2)[CH:33]=[CH:32][CH:31]=[CH:30][CH:29]=1.C(N(C(C)C)CC)(C)C.O>CS(C)=O>[C:28]1([C:34]2[N:38]=[C:37]([N:39]3[CH2:44][CH2:43][N:42]([C:20]([NH:11][C:3]4[CH:2]=[N:1][C:10]5[C:5]([CH:4]=4)=[CH:6][CH:7]=[CH:8][CH:9]=5)=[O:22])[CH2:41][CH2:40]3)[S:36][N:35]=2)[CH:29]=[CH:30][CH:31]=[CH:32][CH:33]=1. Reported procedure: A mixed solution of bis(2,2,2-trichloroethyl) quinolin-3-ylimidodicarbonate (301.4 mg, 0.610 mmol), 1-(3-phenyl-1,2,4-thiadiazol-5-yl)piperazine (200 mg, 0.812 mmol) and diisopropylethylamine (0.106 ml, 0.610 mmol) in dimethyl sulfoxide (2 ml) was stirred at 70° C. for 5 hours and then stirred at 80° C. for 1 hour and half. Water was poured to the reaction mixture, and the resulting solution was extracted with ethyl acetate. The extract was washed with water and dried over anhydrous magnesium su... Reactants: [Cl-], O=C(O)CCCCCCCCCCNS(=O)(=O)c1ccc(Cl)cc1C(=O)c1ccccc1Cl, N, c1ccccc1. Yields the product NC(=O)CCCCCCCCCCNS(=O)(=O)c1ccc(Cl)cc1C(=O)c1ccccc1Cl. RXN SMILES: [Cl-:1].[Cl:2][c:3]1[c:4]([C:5](=[O:6])[c:7]2[c:8]([S:14](=[O:15])(=[O:16])[NH:17][CH2:18][CH2:19][CH2:20][CH2:21][CH2:22][CH2:23][CH2:24][CH2:25][CH2:26][CH2:27][C:28](=[O:29])[OH:30])[cH:9][cH:10][c:11]([Cl:13])[cH:12]2)[cH:31][cH:32][cH:33][cH:34]1.[NH3:35].[cH:36]1[cH:37][cH:38][cH:39][cH:40][cH:41]1>>[Cl:2][c:3]1[c:4]([C:5](=[O:6])[c:7]2[c:8]([S:14](=[O:15])(=[O:16])[NH:17][CH2:18][CH2:19][CH2:20][CH2:21][CH2:22][CH2:23][CH2:24][CH2:25][CH2:26][CH2:27][C:28](=[O:29])[NH2:35])[cH:9][cH:10][c:11]([Cl:13])[cH:12]2)[cH:31][cH:32][cH:33][cH:34]1. Starting materials: C1CCOC1, Cc1nccs1, N#Cc1ccc(Cl)cc1. Yields the product NC(=Cc1nccs1)c1ccc(Cl)cc1. RXN SMILES: [CH2:16]1[O:17][CH2:18][CH2:19][CH2:20]1.[CH3:1][c:2]1[s:3][cH:4][cH:5][n:6]1.[Cl:7][c:8]1[cH:9][cH:10][c:11]([C:12]#[N:13])[cH:14][cH:15]1>>[CH:1]([c:2]1[s:3][cH:4][cH:5][n:6]1)=[C:12]([c:11]1[cH:10][cH:9][c:8]([Cl:7])[cH:15][cH:14]1)[NH2:13]. Reactants: CO, O=C(Nc1cccc(C(F)(F)F)c1)c1ccc2c(O)nnc(Cl)c2c1. The product is O=C(Nc1cccc(C(F)(F)F)c1)c1ccc2c(O)nncc2c1. Reaction SMILES: [CH3:26][OH:27].[F:1][C:2]([c:3]1[cH:4][c:5]([NH:9][C:10](=[O:11])[c:12]2[cH:13][c:14]3[c:15]([Cl:23])[n:16][n:17][c:18]([OH:22])[c:19]3[cH:20][cH:21]2)[cH:6][cH:7][cH:8]1)([F:24])[F:25]>>[F:1][C:2]([c:3]1[cH:4][c:5]([NH:9][C:10](=[O:11])[c:12]2[cH:13][c:14]3[cH:15][n:16][n:17][c:18]([OH:22])[c:19]3[cH:20][cH:21]2)[cH:6][cH:7][cH:8]1)([F:24])[F:25]. Reactants: COC(C1=C(N=C(C=C1C)C1=CC(=CC=C1)C(F)(F)F)OC)=O (2-methoxy-4-methyl-6-(3-trifluoromethyl-phenyl)-nicotinic acid methyl ester), ClC1=C(C=C(C(=N1)C(=O)N1CCC(CC1)N1CCCC1)C)C1=CC(=CC=C1)C(F)(F)F ([6-Chloro-3-methyl-5-(3-trifluoromethyl-phenyl)-pyridin-2-yl]-(4-pyrrolidin-1-yl-piperidin-1-yl)-methanone), CC1(OB(OC1(C)C)C=1C=CC(=NC1)N)C (5-(4,4,5,5-tetramethyl-[1,3,2]dioxaborolan-2-yl)-pyridin-2-ylamine). Yields the product NC1=CC=C(C=N1)C1=NC(=C(C=C1C1=CC(=CC=C1)C(F)(F)F)C)C(=O)N1CCC(CC1)N1CCCC1 ([6′-Amino-5-methyl-3-(3-trifluoromethyl-phenyl)-[2,3′]bipyridinyl-6-yl]-(4-pyrrolidin-1-yl-piperidin-1-yl)-methanone). Reaction SMILES: COC(=O)C1C(C)=CC(C2C=CC=C(C(F)(F)F)C=2)=NC=1OC.Cl[C:25]1[N:30]=[C:29]([C:31]([N:33]2[CH2:38][CH2:37][CH:36]([N:39]3[CH2:43][CH2:42][CH2:41][CH2:40]3)[CH2:35][CH2:34]2)=[O:32])[C:28]([CH3:44])=[CH:27][C:26]=1[C:45]1[CH:50]=[CH:49][CH:48]=[C:47]([C:51]([F:54])([F:53])[F:52])[CH:46]=1.CC1(C)C(C)(C)OB([C:63]2[CH:64]=[CH:65][C:66]([NH2:69])=[N:67][CH:68]=2)O1>>[NH2:69][C:66]1[N:67]=[CH:68][C:63]([C:25]2[C:26]([C:45]3[CH:50]=[CH:49][CH:48]=[C:47]([C:51]([F:52])([F:53])[F:54])[CH:46]=3)=[CH:27][C:28]([CH3:44])=[C:29]([C:31]([N:33]3[CH2:38][CH2:37][CH:36]([N:39]4[CH2:43][CH2:42][CH2:41][CH2:40]4)[CH2:35][CH2:34]3)=[O:32])[N:30]=2)=[CH:64][CH:65]=1. Reported procedure: In analogy to the procedure described for the preparation of intermediate 5C, [6-chloro-3-methyl-5-(3-trifluoromethyl-phenyl)-pyridin-2-yl]-(4-pyrrolidin-1-yl-piperidin-1-yl)-methanone (example 3) was reacted with 5-(4,4,5,5-tetramethyl-[1,3,2]dioxaborolan-2-yl)-pyridin-2-ylamine to give the title compound as off-white solid. MS: 510.4 (MH+). Reactants: CCCCC1CCNCC1, Cc1cc(C)c2oc(=O)n(CCCCl)c2c1. The product is CCCCC1CCN(CCCn2c(=O)oc3c(C)cc(C)cc32)CC1. Reaction SMILES: [CH2:17]([CH2:18][CH2:19][CH3:20])[CH:21]1[CH2:22][CH2:23][NH:24][CH2:25][CH2:26]1.[Cl:1][CH2:2][CH2:3][CH2:4][n:5]1[c:6](=[O:16])[o:7][c:8]2[c:9]1[cH:10][c:11]([CH3:15])[cH:12][c:13]2[CH3:14]>>[CH2:2]([CH2:3][CH2:4][n:5]1[c:6](=[O:16])[o:7][c:8]2[c:9]1[cH:10][c:11]([CH3:15])[cH:12][c:13]2[CH3:14])[N:24]1[CH2:23][CH2:22][CH:21]([CH2:17][CH2:18][CH2:19][CH3:20])[CH2:26][CH2:25]1. The reactants are ClC1=NN2C(=NC3=C2CCCC3)C=C1 (2-chloro-6,7,8,9-tetrahydropyridazino[1,6-a]benzimidazole), N1CCOCC1 (morpholine). Run in ice water. Yields the product N1(CCOCC1)C1=NN2C(=NC3=C2CCCC3)C=C1 (2-(4-morpholinyl)-6,7,8,9-tetrahydropyridazino[1,6-a]benzimidazole). Reaction SMILES: Cl[C:2]1[CH:14]=[CH:13][C:5]2=[N:6][C:7]3[CH2:12][CH2:11][CH2:10][CH2:9][C:8]=3[N:4]2[N:3]=1.[NH:15]1[CH2:20][CH2:19][O:18][CH2:17][CH2:16]1>>[N:15]1([C:2]2[CH:14]=[CH:13][C:5]3=[N:6][C:7]4[CH2:12][CH2:11][CH2:10][CH2:9][C:8]=4[N:4]3[N:3]=2)[CH2:20][CH2:19][O:18][CH2:17][CH2:16]1. Reported procedure: A mixture was prepared by adding 5.0 g of 2-chloro-6,7,8,9-tetrahydropyridazino[1,6-a]benzimidazole to 30 ml of morpholine and this was stirred and heated at reflux for 24 hours. It was then poured into 200 ml of ice water. A tan solid formed and this was separated by filtration to give 2-(4-morpholinyl)-6,7,8,9-tetrahydropyridazino[1,6-a]benzimidazole melting at 187.5°-188.5° C. Starting materials: Brc1ccc(-c2cn3ccccc3n2)cc1, CC1(C)OB(c2ccc(Nc3nc4ccccc4o3)c(F)c2)OC1(C)C. Yields the product CC1(C)OB(c2ccc(-c3cn4ccccc4n3)cc2)OC1(C)C. Reaction SMILES: [Br:1][c:2]1[cH:3][cH:4][c:5](-[c:8]2[n:9][c:10]3[n:11]([cH:12][cH:13][cH:14][cH:15]3)[cH:16]2)[cH:6][cH:7]1.[F:17][c:18]1[cH:19][c:20]([B:24]2[O:25][C:26]([CH3:31])([CH3:32])[C:27]([CH3:29])([CH3:30])[O:28]2)[cH:21][cH:22][c:23]1[NH:33][c:34]1[o:35][c:36]2[cH:37][cH:38][cH:39][cH:40][c:41]2[n:42]1>>[c:2]1([B:24]2[O:25][C:26]([CH3:31])([CH3:32])[C:27]([CH3:29])([CH3:30])[O:28]2)[cH:3][cH:4][c:5](-[c:8]2[n:9][c:10]3[n:11]([cH:12][cH:13][cH:14][cH:15]3)[cH:16]2)[cH:6][cH:7]1.